This data is from the Open Reaction Database (ORD), a public repository of structured organic reaction records. The task is: describe an organic reaction: reactants, conditions, products, and yield Reactants: COC(=O)c1cccnc1, C[Si](C)(C)[O-], [K+], C1CCOC1. The product is O=C([O-])c1cccnc1, [K+]. As a reaction SMILES: [C:1]([c:2]1[cH:3][n:4][cH:5][cH:6][cH:7]1)(=[O:8])[O:9][CH3:10].[CH3:11][Si:12]([CH3:13])([CH3:14])[O-:15].[K+:16].[O:17]1[CH2:18][CH2:19][CH2:20][CH2:21]1>>[C:1]([c:2]1[cH:3][n:4][cH:5][cH:6][cH:7]1)(=[O:8])[O-:9].[K+:16]. The reactants are CC(=O)OCC(=O)Cl, ClCCl, Nc1ccc2c(c1)CC(=O)N2, c1ccncc1. The product is CC(=O)OCC(=O)Nc1ccc2c(c1)CC(=O)N2. Reaction SMILES: [Cl:18][C:19](=[O:20])[CH2:21][O:22][C:23]([CH3:24])=[O:25].[Cl:26][CH2:27][Cl:28].[NH2:1][c:2]1[cH:3][c:4]2[c:8]([cH:9][cH:10]1)[NH:7][C:6](=[O:11])[CH2:5]2.[cH:12]1[cH:13][cH:14][n:15][cH:16][cH:17]1>>[NH:1]([c:2]1[cH:3][c:4]2[c:8]([cH:9][cH:10]1)[NH:7][C:6](=[O:11])[CH2:5]2)[C:19](=[O:20])[CH2:21][O:22][C:23]([CH3:24])=[O:25]. Starting materials: O=C(Cl)c1ccccc1, CC(N)CC(=O)O, [Na+], [OH-]. The product is CC(CC(=O)O)NC(=O)c1ccccc1. Reaction SMILES: [C:8]([c:9]1[cH:10][cH:11][cH:12][cH:13][cH:14]1)(=[O:15])[Cl:16].[NH2:1][CH:2]([CH2:3][C:4](=[O:5])[OH:6])[CH3:7].[Na+:18].[OH-:17]>>[NH:1]([CH:2]([CH2:3][C:4](=[O:5])[OH:6])[CH3:7])[C:8]([c:9]1[cH:10][cH:11][cH:12][cH:13][cH:14]1)=[O:15]. The reactants are ClC1=CC=C(C=C1)C(C=1C(=NN(C1C)C)C(=O)O)NC1=NN(C(C=C1)=O)C (4-((4-chlorophenyl)(1-methyl-6-oxo-1,6-dihydropyridazin-3-ylamino)methyl)-1,5-dimethyl-1H-pyrazole-3-carboxylic acid). Solvent: C(Cl)Cl.CO (CH2Cl2 MeOH). Product: ClC1=CC=C(C=C1)C1N(C(C2=NN(C(=C21)C)C)=O)C2=NN(C(C=C2)=O)C (4-(4-chlorophenyl)-2,3-dimethyl-5-(1-methyl-6-oxo-1,6-dihydropyridazin-3-yl)-4,5-dihydropyrrolo[3,4-c]pyrazol-6(2H)-one). As a reaction SMILES: [Cl:1][C:2]1[CH:7]=[CH:6][C:5]([CH:8]([NH:19][C:20]2[CH:25]=[CH:24][C:23](=[O:26])[N:22]([CH3:27])[N:21]=2)[C:9]2[C:10]([C:16]([OH:18])=O)=[N:11][N:12]([CH3:15])[C:13]=2[CH3:14])=[CH:4][CH:3]=1>C(Cl)Cl.CO>[Cl:1][C:2]1[CH:7]=[CH:6][C:5]([CH:8]2[C:9]3[C:10](=[N:11][N:12]([CH3:15])[C:13]=3[CH3:14])[C:16](=[O:18])[N:19]2[C:20]2[CH:25]=[CH:24][C:23](=[O:26])[N:22]([CH3:27])[N:21]=2)=[CH:4][CH:3]=1 |f:1.2|. Reported procedure: The title compound was prepared in analogy to the procedure described in Example 1 using 4-((4-chlorophenyl)(1-methyl-6-oxo-1,6-dihydropyridazin-3-ylamino)methyl)-1,5-dimethyl-1H-pyrazole-3-carboxylic acid Step 32.3). tR: 3.94 min (HPLC 1); tR: 0.87 min (LC-MS 2); ESI-MS: 370 [M+H]+ (LC-MS 2); Rf=0.56 (CH2Cl2/MeOH 9:1); 1H NMR (400 MHz, DMSO-d6) δ ppm 2.05 (s, 3H) 3.44 (s, 3H) 3.84 (s, 3H) 6.29 (s, 1H) 6.96 (d, J=9.8 Hz, 1H) 7.29-7.41 (m, 4H) 8.21 (d, J=9.8 Hz, 1H). Reactants: ClCCl, CC(Cc1cccs1)N=C=O, N. The product is CC1Cc2sccc2C(=O)N1. As a reaction SMILES: [Cl:13][CH2:14][Cl:15].[N:1](=[C:2]=[O:3])[CH:4]([CH2:5][c:6]1[s:7][cH:8][cH:9][cH:10]1)[CH3:11].[NH3:12]>>[NH:1]1[C:2](=[O:3])[c:10]2[c:6]([s:7][cH:8][cH:9]2)[CH2:5][CH:4]1[CH3:11]. Reactants: ClCCl, CCOC(C)=O, [Na+], [Na+], O, CCCc1nc(C)n(-c2ccc(OC3CCCC(O)C3)cc2)c(=O)c1Cc1ccc(-c2ccccc2-c2noc(=O)[nH]2)cc1, O=S([O-])([O-])=S. Product: CCCc1nc(C)n(-c2ccc(OC3CCCC(=O)C3)cc2)c(=O)c1Cc1ccc(-c2ccccc2-c2noc(=O)[nH]2)cc1. RXN SMILES: [CH2:59]([Cl:60])[Cl:61].[CH3:45][CH2:46][O:47][C:48](=[O:49])[CH3:50].[Na+:57].[Na+:58].[OH2:51].[OH:1][CH:2]1[CH2:3][CH:4]([O:8][c:9]2[cH:10][cH:11][c:12](-[n:15]3[c:16]([CH3:44])[n:17][c:18]([CH2:41][CH2:42][CH3:43])[c:19]([CH2:22][c:23]4[cH:24][cH:25][c:26](-[c:29]5[c:30](-[c:35]6[n:36][o:37][c:38](=[O:40])[nH:39]6)[cH:31][cH:32][cH:33][cH:34]5)[cH:27][cH:28]4)[c:20]3=[O:21])[cH:13][cH:14]2)[CH2:5][CH2:6][CH2:7]1.[S:52]([O-:53])([O-:54])(=[O:55])=[S:56]>>[O:1]=[C:2]1[CH2:3][CH:4]([O:8][c:9]2[cH:10][cH:11][c:12](-[n:15]3[c:16]([CH3:44])[n:17][c:18]([CH2:41][CH2:42][CH3:43])[c:19]([CH2:22][c:23]4[cH:24][cH:25][c:26](-[c:29]5[c:30](-[c:35]6[n:36][o:37][c:38](=[O:40])[nH:39]6)[cH:31][cH:32][cH:33][cH:34]5)[cH:27][cH:28]4)[c:20]3=[O:21])[cH:13][cH:14]2)[CH2:5][CH2:6][CH2:7]1. Starting materials: O.C1(=CC=C(C=C1)S(=O)(=O)O)C (p-toluene sulphonic acid monohydrate), ClC1=CC=C(C(CCC(C(Cl)(Cl)Cl)O)=O)C=C1 (1-p-Chlorophenacyl-2-hydroxy-3,3,3-trichloropropane), C1(=CC=C(C=C1)S(=O)(=O)O)C (p-toluene sulphonic acid). The solvent is C1=CC=CC=C1 (benzene). Reaction conditions: time 60 hour. The product is ClC1=CC=C(C(CC=CC(Cl)(Cl)Cl)=O)C=C1 (1-p-Chlorophenacyl-3,3,3-trichloro-prop-1-ene). RXN SMILES: [Cl:1][C:2]1[CH:17]=[CH:16][C:5]([C:6](=[O:15])[CH2:7][CH2:8][CH:9](O)[C:10]([Cl:13])([Cl:12])[Cl:11])=[CH:4][CH:3]=1.O.C1(C)C=CC(S(O)(=O)=O)=CC=1.C1(C)C=CC(S(O)(=O)=O)=CC=1>C1C=CC=CC=1>[Cl:1][C:2]1[CH:17]=[CH:16][C:5]([C:6](=[O:15])[CH2:7][CH:8]=[CH:9][C:10]([Cl:12])([Cl:13])[Cl:11])=[CH:4][CH:3]=1 |f:1.2|. Procedure: 1-p-Chlorophenacyl-2-hydroxy-3,3,3-trichloropropane (450 mg) was dissolved in benzene and p-toluene sulphonic acid monohydrate (40 mg) added. The solution was refluxed with a Dean and Stark apparatus and any reaction followed by tlc. After 5 hours refluxing tlc revealed that only starting material was present. The solution was treated with a second portion of p-toluene sulphonic acid (100 mg) and further refluxed for 5 hours. The solution was allowed to stand over 60 hours and evaporated to dryn...